From a dataset of the Open Reaction Database (ORD), a public repository of structured organic reaction records. describe an organic reaction: reactants, conditions, products, and yield The product is CC1=CC=C(C=C1)CCC(=O)Cl (3-(4-methylphenyl)propionyl chloride). Reactants: C(C(=O)Cl)(=O)Cl (oxalyl chloride), CC1=CC=C(C=C1)CCC(=O)O (3-(4-methylphenyl)propionic acid). Run in ClCCl (dichloromethane), ClCCl (dichloromethane). Reaction conditions: temperature 20 celsius, time 16 hour. Procedure details: A solution of oxalyl chloride (5 ml) in dichloromethane (5 ml) was added dropwise to a solution of 3-(4-methylphenyl)propionic acid (1.5 g) in dichloromethane (20 ml). The mixture was stirred at 20° C. for 16 hours and then evaporated to give 3-(4-methylphenyl)propionyl chloride as an oil. As a reaction SMILES: [C:1](Cl)(=O)[C:2]([Cl:4])=[O:3].[CH3:7][C:8]1[CH:13]=[CH:12][C:11]([CH2:14]CC(O)=O)=[CH:10][CH:9]=1>ClCCl>[CH3:7][C:8]1[CH:13]=[CH:12][C:11]([CH2:14][CH2:1][C:2]([Cl:4])=[O:3])=[CH:10][CH:9]=1.